This data is from the Open Reaction Database (ORD), a public repository of structured organic reaction records. The task is: describe an organic reaction: reactants, conditions, products, and yield The reactants are BrC1=CC(=NC(=C1)N)N (4-bromo-pyridine-2,6-diamine), C1(=C(C(=CC(=C1)C)C)S(=O)(=O)ON)C (O-mesitylene-sulfonylhydroxylamine), FC=1C=C(C=O)C=CC1 (3-fluoro-benzaldehyde). Product: BrC1=CC=2N(C(=C1)N)N=C(N2)C2=CC(=CC=C2)F (7-Bromo-2-(3-fluoro-phenyl)-[1,2,4]triazolo[1,5-a]pyridin-5-ylamine). Reaction SMILES: [Br:1][C:2]1[CH:7]=[C:6]([NH2:8])[N:5]=[C:4]([NH2:9])[CH:3]=1.C1(C)C=C(C)C=C(C)C=1S(O[NH2:22])(=O)=O.[F:24][C:25]1[CH:26]=[C:27]([CH:30]=[CH:31][CH:32]=1)[CH:28]=O>>[Br:1][C:2]1[CH:7]=[C:6]([NH2:8])[N:5]2[N:22]=[C:28]([C:27]3[CH:30]=[CH:31][CH:32]=[C:25]([F:24])[CH:26]=3)[N:9]=[C:4]2[CH:3]=1. Procedure details: The title compound, MS m/e (%): 307 (M+, 100), was prepared in accordance with the general method of example 63 from 4-bromo-pyridine-2,6-diamine, O-mesitylene-sulfonylhydroxylamine, and 3-fluoro-benzaldehyde. The purification was performed with reversed phase HPLC eluting with an acetonitrile/water gradient. Starting materials: O1CCOCCNCCOCCNCC1 (1,4,10-trioxa-7,13-diazacyclopentadecane), CC(C(=O)Cl)(CC)C (2,2-dimethylbutyryl chloride). Product: CC(C(=O)N1CCOCCOCCN(CCOCC1)C(C(CC)(C)C)=O)(CC)C (7,13-Bis(2,2-dimethylbutyroyl)-1,4,10-trioxa-7,13-diazacyclopentadecane). As a reaction SMILES: [O:1]1[CH2:15][CH2:14][NH:13][CH2:12][CH2:11][O:10][CH2:9][CH2:8][NH:7][CH2:6][CH2:5][O:4][CH2:3][CH2:2]1.[CH3:16][C:17]([CH3:23])([CH2:21][CH3:22])[C:18](Cl)=[O:19]>>[CH3:16][C:17]([CH3:23])([CH2:21][CH3:22])[C:18]([N:13]1[CH2:12][CH2:11][O:10][CH2:9][CH2:8][N:7]([C:18](=[O:19])[C:17]([CH3:23])([CH3:16])[CH2:21][CH3:22])[CH2:6][CH2:5][O:4][CH2:3][CH2:2][O:1][CH2:15][CH2:14]1)=[O:19]. Reported procedure: Analogously to Example 2 from 1,4,10-trioxa-7,13-diazacyclopentadecane and 2,2-dimethylbutyryl chloride. Yields the product C1(=CC=CC=C1)CN1CCC(CC1)OC1=NC=CC=C1 (1-phenylmethyl-4-(2-pyridinyloxy)piperidine). Procedure details: A mixture of 60.65 H (318 mmoles) 1-phenylmethyl-4-piperidinol, 500 ml dimethylformamide, 46.25 g, that is 41 ml (475 mmoles) 2-fluoropyridine and 17 g 50% sodium hydride in mineral oil is heated at 100° C. for 1 h. The mixture is cooled in an ice bath, 20 ml water are added, the mixture is stirred for 30 min and concentrated to a residual volume of about 200 ml. 1 1 iced water is added, the mixture is stirred at 0° C. for 30 min, and the precipitate is filtered off, washed and dried. 90.71 g 1-... Reactants: 60.65, C1(=CC=CC=C1)CN1CCC(CC1)O (1-phenylmethyl-4-piperidinol), CN(C=O)C (dimethylformamide), FC1=NC=CC=C1 (2-fluoropyridine), [H-].[Na+] (sodium hydride). The solvent is O (water). Reaction conditions: temperature 100 celsius, time 30 minute. As a reaction SMILES: [C:1]1([CH2:7][N:8]2[CH2:13][CH2:12][CH:11]([OH:14])[CH2:10][CH2:9]2)[CH:6]=[CH:5][CH:4]=[CH:3][CH:2]=1.CN(C)C=O.F[C:21]1[CH:26]=[CH:25][CH:24]=[CH:23][N:22]=1.[H-].[Na+]>O>[C:1]1([CH2:7][N:8]2[CH2:13][CH2:12][CH:11]([O:14][C:21]3[CH:26]=[CH:25][CH:24]=[CH:23][N:22]=3)[CH2:10][CH2:9]2)[CH:2]=[CH:3][CH:4]=[CH:5][CH:6]=1 |f:3.4|. Isolated yield 106.3%. Reactants: ClC=1C=C(CN2C3=CC=C(C=C3C=3C=C(N=CC23)C(=O)OCC)[N+](=O)[O-])C=CC1 (ethyl 9-(3-chlorobenzyl)-6-nitro-9H-β-carboline-3-carboxylate), C1CCOC1 (THF), O (water), CN(C)C=O (DMF). Reagents/catalysts: [Cl-].[Ti+3].[Cl-].[Cl-] (titanium(III) chloride). The solvent is C(C)(=O)O (acetic acid). Conditions: time 5 hour. Product: NC=1C=C2C=3C=C(N=CC3N(C2=CC1)CC1=CC(=CC=C1)Cl)C(=O)OCC (Ethyl 6-amino-9-(3-chlorobenzyl)-9H-β-carboline-3-carboxylate). The yield is 28.0%. As a reaction SMILES: [Cl:1][C:2]1[CH:3]=[C:4]([CH:27]=[CH:28][CH:29]=1)[CH2:5][N:6]1[C:18]2[CH:17]=[N:16][C:15]([C:19]([O:21][CH2:22][CH3:23])=[O:20])=[CH:14][C:13]=2[C:12]2[C:7]1=[CH:8][CH:9]=[C:10]([N+:24]([O-])=O)[CH:11]=2.C1COCC1.O.CN(C=O)C>C(O)(=O)C.[Cl-].[Ti+3].[Cl-].[Cl-]>[NH2:24][C:10]1[CH:11]=[C:12]2[C:7](=[CH:8][CH:9]=1)[N:6]([CH2:5][C:4]1[CH:27]=[CH:28][CH:29]=[C:2]([Cl:1])[CH:3]=1)[C:18]1[CH:17]=[N:16][C:15]([C:19]([O:21][CH2:22][CH3:23])=[O:20])=[CH:14][C:13]2=1 |f:5.6.7.8|. Procedure details: A solution of ethyl 9-(3-chlorobenzyl)-6-nitro-9H-β-carboline-3-carboxylate (2.7 g, 6.59 mmol) and titanium(III) chloride (36 mL, 20% solution, 46.75 mmol) in a mixture of acetic acid (54 mL), THF (180 mL), water (54 mL) and DMF (10 mL) was stirred for 5 hours at ambient temperature. The reaction mixture was quenched with water (200 mL), and extracted with ethyl acetate (100 mL). The pH of the water layer was adjusted to 7 with saturated Na2CO3 aqueous solution. Then, the resulting precipitate w... The reactants are CSc1ccccc1Br, O=C(O)c1ccc(B(O)O)cc1, O=C([O-])[O-], C1COCCO1, [K+], [K+], O, Cl[Pd]Cl, c1ccc(P(c2ccccc2)c2ccccc2)cc1, c1ccc(P(c2ccccc2)c2ccccc2)cc1. Yields the product CSc1ccccc1-c1ccc(C(=O)O)cc1. Reaction SMILES: [Br:1][c:2]1[c:3]([S:8][CH3:9])[cH:4][cH:5][cH:6][cH:7]1.[C:10](=[O:11])([OH:12])[c:13]1[cH:14][cH:15][c:16]([B:19]([OH:20])[OH:21])[cH:17][cH:18]1.[C:22](=[O:23])([O-:24])[O-:25].[CH2:29]1[O:30][CH2:31][CH2:32][O:33][CH2:34]1.[K+:26].[K+:27].[OH2:28].[Pd:35]([Cl:36])[Cl:37].[c:38]1([P:39]([c:40]2[cH:41][cH:42][cH:43][cH:44][cH:45]2)[c:46]2[cH:47][cH:48][cH:49][cH:50][cH:51]2)[cH:52][cH:53][cH:54][cH:55][cH:56]1.[c:57]1([P:58]([c:59]2[cH:60][cH:61][cH:62][cH:63][cH:64]2)[c:65]2[cH:66][cH:67][cH:68][cH:69][cH:70]2)[cH:71][cH:72][cH:73][cH:74][cH:75]1>>[c:2]1(-[c:16]2[cH:15][cH:14][c:13]([C:10](=[O:11])[OH:12])[cH:18][cH:17]2)[c:3]([S:8][CH3:9])[cH:4][cH:5][cH:6][cH:7]1. Reactants: C(C)OC(C(=CNC1=CC(=CC=C1)N(C)C)C1=C(C(=CC=C1)Br)C)=O (2-(3-Bromo-2-methyl-phenyl)-3-(3-dimethylamino-phenylamino)-acrylic acid ethyl ester), polyphosphoric acid. Solvent: O (water). Conditions: temperature 140 celsius, time 10 minute. Product: BrC=1C(=C(C=CC1)C1=CNC2=CC(=CC=C2C1=O)N(C)C)C (3-(3-Bromo-2-methyl-phenyl)-7-dimethylamino-1H-quinolin-4-one). Isolated yield 25.0%. Reaction SMILES: C(O[C:4](=[O:25])[C:5]([C:17]1[CH:22]=[CH:21][CH:20]=[C:19]([Br:23])[C:18]=1[CH3:24])=[CH:6][NH:7][C:8]1[CH:13]=[CH:12][CH:11]=[C:10]([N:14]([CH3:16])[CH3:15])[CH:9]=1)C>O>[Br:23][C:19]1[C:18]([CH3:24])=[C:17]([C:5]2[C:4](=[O:25])[C:13]3[C:8](=[CH:9][C:10]([N:14]([CH3:15])[CH3:16])=[CH:11][CH:12]=3)[NH:7][CH:6]=2)[CH:22]=[CH:21][CH:20]=1. Procedure details: To 2-(3-Bromo-2-methyl-phenyl)-3-(3-dimethylamino-phenylamino)-acrylic acid ethyl ester (100 mg, 0.248 mmol) was added 4 g polyphosphoric acid. This stirred at 140° C. for 10 minutes. 50 ml water was added and the mixture was stirred. The resulting precipitate was filtered and washed with water. The filtrate was extracted with 10% methanol/dichloromethane solution. The organic layer was dried over anhydrous magnesium sulfate and concentrated in vacuo. The resulting residue was combined with the ... Reported procedure: To a solution of ethyl 2-aminothiazol-4-ylacetate (27.4 g.) in dimethylsulfoxide (135 ml.) was dropwise added methylisocyanate (13.05 g.) with stirring at room temperature, and the mixture was stirred for 3 hours at 40° C. After the reaction, the reaction mixture was poured into water (500 ml.), and then extracted with ethyl acetate. The extract was washed with water and a saturated aqueous solution of sodium chloride in turn and then dried over magnesium sulfate. After distillation of the solve... The solvent is CS(=O)C (dimethylsulfoxide). The product is CNC(NC=1SC=C(N1)CC(=O)OCC)=O (ethyl 2-(3-methylureido)thiazol-4-ylacetate). Starting materials: NC=1SC=C(N1)CC(=O)OCC (ethyl 2-aminothiazol-4-ylacetate), CN=C=O (methylisocyanate), O (water). Yield: 71.8%. RXN SMILES: [NH2:1][C:2]1[S:3][CH:4]=[C:5]([CH2:7][C:8]([O:10][CH2:11][CH3:12])=[O:9])[N:6]=1.[CH3:13][N:14]=[C:15]=[O:16].O>CS(C)=O>[CH3:13][NH:14][C:15](=[O:16])[NH:1][C:2]1[S:3][CH:4]=[C:5]([CH2:7][C:8]([O:10][CH2:11][CH3:12])=[O:9])[N:6]=1. Reactants: NCC(=O)N1[C@@H](S[C@@H]([C@@H]1C1=CC=CC=C1)C(=O)OC)C(=O)OC(C)(C)C (tert-butyl (2S,4S,5S)-3-(2-aminoacetyl)-5-methoxycarbonyl-4-phenyl-2-thiazolidinecarboxylate), O1CCCC1 (tetrahydrofuran). Run in CC=1C=C(C=CC1)N=C=O (3-methylphenyl isocyanate). Product: COC(=O)[C@@H]1[C@@H](N([C@@H](S1)C(=O)OC(C)(C)C)C(CNC(=O)NC1=CC(=CC=C1)C)=O)C1=CC=CC=C1 (tert-butyl (2S,4S,5S)-5-methoxycarbonyl-3-{2-[3-(3-methylphenyl)ureido]acetyl}-4-phenyl-2-thiazolidinecarboxylate). As a reaction SMILES: [NH2:1][CH2:2][C:3]([N:5]1[C@@H:9]([C:10]2[CH:15]=[CH:14][CH:13]=[CH:12][CH:11]=2)[C@@H:8]([C:16]([O:18][CH3:19])=[O:17])[S:7][C@H:6]1[C:20]([O:22][C:23]([CH3:26])([CH3:25])[CH3:24])=[O:21])=[O:4].O1[CH2:31][CH2:30][CH2:29][CH2:28]1>CC1C=C(N=C=O)C=CC=1>[CH3:19][O:18][C:16]([C@H:8]1[S:7][C@@H:6]([C:20]([O:22][C:23]([CH3:26])([CH3:25])[CH3:24])=[O:21])[N:5]([C:3](=[O:4])[CH2:2][NH:1][C:3]([NH:5][C:9]2[CH:10]=[CH:31][CH:30]=[C:29]([CH3:28])[CH:8]=2)=[O:4])[C@H:9]1[C:10]1[CH:15]=[CH:14][CH:13]=[CH:12][CH:11]=1)=[O:17]. Reported procedure: The process is performed in a similar manner to that described in Example 1, but starting with a solution containing 0.7 g of tert-butyl (2S,4S,5S)-3-(2-aminoacetyl)-5-methoxycarbonyl-4-phenyl-2-thiazolidinecarboxylate in 20 ml of tetrahydrofuran and 250 μl of 3-methylphenyl isocyanate. The crude product is purified by chromatography on silica [eluent: ethyl acetate/cyclohexane (20/80 by volume)]. The fractions containing the expected product are combined and concentrated to dryness under reduce...